This data is from the Open Reaction Database (ORD), a public repository of structured organic reaction records. The task is: describe an organic reaction: reactants, conditions, products, and yield Reactants: Cl, [K+], O=[N+]([O-])[O-], O, O=S(=O)(O)O, O=c1[nH]c2c(n3ccnc13)Cc1ccccc1-2. Yields the product O=c1[nH]c2c(n3ccnc13)Cc1cc([N+](=O)[O-])ccc1-2. As a reaction SMILES: [ClH:6].[K+:1].[O-:2][N+:3]([O-:4])=[O:5].[OH2:24].[S:25](=[O:26])(=[O:27])([OH:28])[OH:29].[cH:7]1[cH:8][n:9][c:10]2[n:11]1[c:12]1[c:13]([nH:14][c:15]2=[O:16])-[c:17]2[cH:18][cH:19][cH:20][cH:21][c:22]2[CH2:23]1>>[O-:2][N+:3](=[O:5])[c:20]1[cH:19][cH:18][c:17]2[c:22]([cH:21]1)[CH2:23][c:12]1[n:11]3[cH:7][cH:8][n:9][c:10]3[c:15](=[O:16])[nH:14][c:13]1-2. RXN SMILES: [Br:25][CH2:26][C:27]#[N:28].[CH2:1]([CH:2]=[CH2:3])[n:4]1[c:5]([NH2:24])[n:6][c:7]([N:13]2[CH2:14][CH2:15][c:16]3[c:17]([cH:20][cH:21][cH:22][cH:23]3)[CH2:18][CH2:19]2)[c:8]([C:11]#[N:12])[c:9]1=[O:10].[CH3:31][N:32]([CH3:33])[CH:34]=[O:35].[H-:29].[Na+:30]>>[CH2:1]([CH:2]=[CH2:3])[n:4]1[c:5]([NH:24][CH2:26][C:27]#[N:28])[n:6][c:7]([N:13]2[CH2:14][CH2:15][c:16]3[c:17]([cH:20][cH:21][cH:22][cH:23]3)[CH2:18][CH2:19]2)[c:8]([C:11]#[N:12])[c:9]1=[O:10]. The product is C=CCn1c(NCC#N)nc(N2CCc3ccccc3CC2)c(C#N)c1=O. The reactants are N#CCBr, C=CCn1c(N)nc(N2CCc3ccccc3CC2)c(C#N)c1=O, CN(C)C=O, [H-], [Na+]. The reactants are CCc1nc2cccc(CN(CCCCCNS(=O)(=O)C(F)(F)F)C(=O)OC(C)(C)C)n2c1C(=O)C(Cl)(Cl)Cl, ClC(Cl)Cl, C[Si](C)(C)I, [Na+], O=C([O-])O. The product is CCc1nc2cccc3n2c1C(=O)N(CCCCCNS(=O)(=O)C(F)(F)F)C3. As a reaction SMILES: [CH2:1]([CH3:2])[c:3]1[n:4][c:5]2[n:6]([c:7]([CH2:11][N:12]([CH2:13][CH2:14][CH2:15][CH2:16][CH2:17][NH:18][S:19](=[O:20])(=[O:21])[C:22]([F:23])([F:24])[F:25])[C:26](=[O:27])[O:28][C:29]([CH3:30])([CH3:31])[CH3:32])[cH:8][cH:9][cH:10]2)[c:33]1[C:34](=[O:35])[C:36]([Cl:37])([Cl:38])[Cl:39].[CH:50]([Cl:51])([Cl:52])[Cl:53].[I:40][Si:41]([CH3:42])([CH3:43])[CH3:44].[Na+:45].[OH:46][C:47](=[O:48])[O-:49]>>[CH2:1]([CH3:2])[c:3]1[n:4][c:5]2[n:6]3[c:7]([cH:8][cH:9][cH:10]2)[CH2:11][N:12]([CH2:13][CH2:14][CH2:15][CH2:16][CH2:17][NH:18][S:19](=[O:20])(=[O:21])[C:22]([F:23])([F:24])[F:25])[C:26](=[O:27])[c:33]13.